Task: describe an organic reaction: reactants, conditions, products, and yield. Dataset: the Open Reaction Database (ORD), a public repository of structured organic reaction records Starting materials: CC1C=2C3=C(C(=NC2NC(C1)=O)C#N)N=CC=C3 (1-methyl-6-cyano-1,2-dihydropyrido[2,3-c][1,8]naphthyridin-3(4H)-one), S(O)(O)(=O)=O (sulphuric acid), C(=O)([O-])[O-].[Na+].[Na+] (Na2CO3). Yields the product CC1C=2C3=C(C(=NC2NC(C1)=O)C(N)=O)N=CC=C3 (1-methyl-6- carbamoyl-dihydropyrido[2,3-c][1,8]naphthyridin-3(4H)-one). Isolated yield 63.0%. As a reaction SMILES: [CH3:1][CH:2]1[CH2:11][C:10](=[O:12])[NH:9][C:8]2[N:7]=[C:6]([C:13]#[N:14])[C:5]3[N:15]=[CH:16][CH:17]=[CH:18][C:4]=3[C:3]1=2.S(=O)(=O)(O)[OH:20].C([O-])([O-])=O.[Na+].[Na+]>>[CH3:1][CH:2]1[CH2:11][C:10](=[O:12])[NH:9][C:8]2[N:7]=[C:6]([C:13](=[O:20])[NH2:14])[C:5]3[N:15]=[CH:16][CH:17]=[CH:18][C:4]=3[C:3]1=2 |f:2.3.4|. Procedure details: 2 g (0.008 mol) of 1-methyl-6-cyano-1,2-dihydropyrido[2,3-c][1,8]naphthyridin-3(4H)-one are allowed to stand for 3 hours at room temperature in 40 ml of 96% strength sulphuric acid. After neutralization using aqueous Na2CO3 solution, the mixture is extracted repeatedly with methylene chloride, the combined organic bases are dried and then evaporated in vacuo, and the residue is chromatographed on silica gel with chloroform/methanol 98:2. 1.29 g (63% of theory) of 1-methyl-6- carbamoyl-dihydropyr... The reactants are ClC1=C(C=C(C=C1)Cl)O (2,5-dichlorophenol), CC1CN(CCC1O)C=1N=NC=CN1 (3-Methyl-1-[1,2,4]triazin-3-yl-piperidin-4-ol). The product is ClC1=C(OC2C(CN(CC2)C=2N=NC=CN2)C)C=C(C=C1)Cl (3-[4-(2,5-Dichloro-phenoxy)-3-methyl-piperidin-1-yl]-[1,2,4]triazine), example 8. Isolated yield 37.0%. As a reaction SMILES: [Cl:1][C:2]1[CH:7]=[CH:6][C:5]([Cl:8])=[CH:4][C:3]=1[OH:9].[CH3:10][CH:11]1[CH:16](O)[CH2:15][CH2:14][N:13]([C:18]2[N:19]=[N:20][CH:21]=[CH:22][N:23]=2)[CH2:12]1>>[Cl:1][C:2]1[CH:7]=[CH:6][C:5]([Cl:8])=[CH:4][C:3]=1[O:9][CH:16]1[CH2:15][CH2:14][N:13]([C:18]2[N:19]=[N:20][CH:21]=[CH:22][N:23]=2)[CH2:12][CH:11]1[CH3:10]. Procedure details: Compound 38 is prepared from 2,5-dichlorophenol and intermediate 5c according to synthesis method 3 under the operating conditions described for example 8 (37% yield). Starting materials: C(#N)CC=1C=CC2=C(C(=CO2)C2=CC=CC=C2)C1 (5-cyanomethyl-3-phenylbenzofuran), [N-]=[N+]=[N-].[Na+] (sodium azide), [Cl-].[NH4+] (ammonium chloride). Solvent: O (water). Conditions: temperature 110 celsius. Product: C1(=CC=CC=C1)C1=COC2=C1C=C(C=C2)CC2=NN=NN2 (3-phenyl-5-(1H-tetrazol-5yl)methylbenzofuran). As a reaction SMILES: [C:1]([CH2:3][C:4]1[CH:5]=[CH:6][C:7]2[O:11][CH:10]=[C:9]([C:12]3[CH:17]=[CH:16][CH:15]=[CH:14][CH:13]=3)[C:8]=2[CH:18]=1)#[N:2].[N-:19]=[N+:20]=[N-:21].[Na+].[Cl-].[NH4+]>O>[C:12]1([C:9]2[C:8]3[CH:18]=[C:4]([CH2:3][C:1]4[NH:21][N:20]=[N:19][N:2]=4)[CH:5]=[CH:6][C:7]=3[O:11][CH:10]=2)[CH:13]=[CH:14][CH:15]=[CH:16][CH:17]=1 |f:1.2,3.4|. Procedure: A mixture of 4.6 g. (0.02 mole) of 5-cyanomethyl-3-phenylbenzofuran, 1.5 g. of sodium azide and 1.2 g. of ammonium chloride in 15 ml. of N,N-dimethylformaide is heated at 110° C. for 20 hours. The reaction mixture is poured into 200 ml. of water and stirred. The mixture is extracted with 50 ml. of chloroform. The extracts are washed with water, then dried over magnesium sulfate. Evaporation provides a residue which is recrystallized from ethyl acetate to provide 3-phenyl-5-(1H-tetrazol-5yl)methy... Reactants: CC(C)(C)OC(=O)N1CCC(COC(=O)C2CCC3CN2C(=O)N3OCc2ccccc2)CC1, CO, [H][H]. Product: CC(C)(C)OC(=O)N1CCC(COC(=O)C2CCC3CN2C(=O)N3O)CC1. Reaction SMILES: [C:1]([CH3:2])([CH3:3])([CH3:4])[O:5][C:6](=[O:7])[N:8]1[CH2:9][CH2:10][CH:11]([CH2:14][O:15][C:16](=[O:17])[CH:18]2[N:19]3[C:20](=[O:34])[N:21]([O:26][CH2:27][c:28]4[cH:29][cH:30][cH:31][cH:32][cH:33]4)[CH:22]([CH2:23][CH2:24]2)[CH2:25]3)[CH2:12][CH2:13]1.[CH3:37][OH:38].[H:35][H:36]>>[C:1]([CH3:2])([CH3:3])([CH3:4])[O:5][C:6](=[O:7])[N:8]1[CH2:9][CH2:10][CH:11]([CH2:14][O:15][C:16](=[O:17])[CH:18]2[N:19]3[C:20](=[O:34])[N:21]([OH:26])[CH:22]([CH2:23][CH2:24]2)[CH2:25]3)[CH2:12][CH2:13]1. Reactants: Cc1cc(CC(=O)N(C)N)n(C)n1, Cl, C1COCCO1. Yields the product Cc1cc(CC(=O)O)n(C)n1. Reaction SMILES: [CH3:1][N:2]([NH2:3])[C:4]([CH2:5][c:6]1[n:7]([CH3:12])[n:8][c:9]([CH3:11])[cH:10]1)=[O:13].[ClH:14].[O:15]1[CH2:16][CH2:17][O:18][CH2:19][CH2:20]1>>[C:4]([CH2:5][c:6]1[n:7]([CH3:12])[n:8][c:9]([CH3:11])[cH:10]1)([OH:13])=[O:15].